The task is: describe an organic reaction: reactants, conditions, products, and yield. This data is from the Open Reaction Database (ORD), a public repository of structured organic reaction records. Reactants: COC(=O)C(=O)Cl, COc1c(C(C)=O)ccc(OCCCOc2cccc(N)c2)c1CCC(F)(F)F, ClCCl. The product is COC(=O)C(=O)Nc1cccc(OCCCOc2ccc(C(C)=O)c(OC)c2CCC(F)(F)F)c1. RXN SMILES: [C:1]([C:2](=[O:3])[O:4][CH3:5])(=[O:6])[Cl:7].[C:8]([CH3:9])(=[O:10])[c:11]1[c:12]([O:35][CH3:36])[c:13]([CH2:29][CH2:30][C:31]([F:32])([F:33])[F:34])[c:14]([O:15][CH2:16][CH2:17][CH2:18][O:19][c:20]2[cH:21][c:22]([NH2:23])[cH:24][cH:25][cH:26]2)[cH:27][cH:28]1.[CH2:37]([Cl:38])[Cl:39]>>[C:1]([C:2](=[O:3])[O:4][CH3:5])(=[O:6])[NH:23][c:22]1[cH:21][c:20]([O:19][CH2:18][CH2:17][CH2:16][O:15][c:14]2[c:13]([CH2:29][CH2:30][C:31]([F:32])([F:33])[F:34])[c:12]([O:35][CH3:36])[c:11]([C:8]([CH3:9])=[O:10])[cH:28][cH:27]2)[cH:26][cH:25][cH:24]1. Reactants: Cl (hydrochloric acid), [Na] (sodium), NC1=C(C(=NN1)C1=CC=C(C=C1)F)C1=CC=NC=C1 (5-amino-3-(4-fluorophenyl)-4-(pyridin-4-yl)pyrazole), C(CC(=O)OCC)(=O)OCC (diethyl malonate). Solvent: O (water), C(C)O (ethanol). The product is OC1=NC=2N(C(=C1)O)N=C(C2C2=CC=NC=C2)C2=CC=C(C=C2)F (5,7-dihydroxy-2-(4-fluorophenyl)-3-(pyridin-4-yl)pyrazolo[1,5-a]pyrimidine). The yield is 65.2%. RXN SMILES: [Na].[NH2:2][C:3]1[NH:7][N:6]=[C:5]([C:8]2[CH:13]=[CH:12][C:11]([F:14])=[CH:10][CH:9]=2)[C:4]=1[C:15]1[CH:20]=[CH:19][N:18]=[CH:17][CH:16]=1.[C:21](OCC)(=[O:28])[CH2:22][C:23](OCC)=[O:24].Cl>C(O)C.O>[OH:24][C:23]1[CH:22]=[C:21]([OH:28])[N:7]2[N:6]=[C:5]([C:8]3[CH:13]=[CH:12][C:11]([F:14])=[CH:10][CH:9]=3)[C:4]([C:15]3[CH:20]=[CH:19][N:18]=[CH:17][CH:16]=3)=[C:3]2[N:2]=1 |^1:0|. Procedure details: To a solution of sodium (51 mg) in dry ethanol (3 ml) was added 5-amino-3-(4-fluorophenyl)-4-(pyridin-4-yl)pyrazole (254 mg) and diethyl malonate (176 mg). The mixture was refluxed for 5 hours and cooled. To the reaction mixture were added 1N-hydrochloric acid (4 ml) and water (6 ml). The separated solid was collected, washed with water and dried to give 5,7-dihydroxy-2-(4-fluorophenyl)-3-(pyridin-4-yl)pyrazolo[1,5-a]pyrimidine (210 mg).